Dataset: the Open Reaction Database (ORD), a public repository of structured organic reaction records. Task: describe an organic reaction: reactants, conditions, products, and yield Starting materials: C(CCCCCCCCCCC)O (C12H25OH), [H-].[Na+] (NaH). Reaction conditions: temperature 100 celsius, time 2 hour. Yields the product C(CCCCCCCCCCC)O[Na] (C12H25ONa). Isolated yield 96.5%. Reaction SMILES: [CH2:1]([OH:13])[CH2:2][CH2:3][CH2:4][CH2:5][CH2:6][CH2:7][CH2:8][CH2:9][CH2:10][CH2:11][CH3:12].[H-].[Na+:15]>>[CH2:1]([O:13][Na:15])[CH2:2][CH2:3][CH2:4][CH2:5][CH2:6][CH2:7][CH2:8][CH2:9][CH2:10][CH2:11][CH3:12] |f:1.2|. Procedure: A 500 ml round bottom flask equipped with a condenser, thermometer (with controller) and overhead stirrer was charged with 93 g (0.5 moles) of C12H25OH and (0.25 moles) of NaH. The mixture exothermed to 70° C. After the exotherm began to subside, the mixture was heated to 100° C. with stirring. After about two hours, a light grey paste was formed. This paste was subjected to a Kugelrohr distillation at 180° C. The non-volatile residue was 54.6% of the charge (theory for C12H24ONa=53.0%). The har... Reactants: NC1=CC(=C(C(=O)NCC2CCN(CC2)CCCCCCNCC=2SC=CC2)C=C1Cl)OC (4-Amino-5-chloro-2-methoxy-N-((1-(6-(2-thienylmethylamino)hexyl)-piperidin-4-yl)methyl)benzamide), C(C)=O (acetaldehyde), C(#N)[BH3-].[Na+] (sodium cyanoborohydride). Yields the product NC1=CC(=C(C(=O)NCC2CCN(CC2)CCCCCCN(CC=2SC=CC2)CC)C=C1Cl)OC (4-amino-5-chloro-N-((1-(6-(N-ethyl-N-(2-thienylmethyl)amino)hexyl)-piperidin-4-yl)methyl)-2-methoxybenzamide). RXN SMILES: [NH2:1][C:2]1[C:30]([Cl:31])=[CH:29][C:5]([C:6]([NH:8][CH2:9][CH:10]2[CH2:15][CH2:14][N:13]([CH2:16][CH2:17][CH2:18][CH2:19][CH2:20][CH2:21][NH:22][CH2:23][C:24]3[S:25][CH:26]=[CH:27][CH:28]=3)[CH2:12][CH2:11]2)=[O:7])=[C:4]([O:32][CH3:33])[CH:3]=1.[CH:34](=O)[CH3:35].C([BH3-])#N.[Na+]>>[NH2:1][C:2]1[C:30]([Cl:31])=[CH:29][C:5]([C:6]([NH:8][CH2:9][CH:10]2[CH2:11][CH2:12][N:13]([CH2:16][CH2:17][CH2:18][CH2:19][CH2:20][CH2:21][N:22]([CH2:34][CH3:35])[CH2:23][C:24]3[S:25][CH:26]=[CH:27][CH:28]=3)[CH2:14][CH2:15]2)=[O:7])=[C:4]([O:32][CH3:33])[CH:3]=1 |f:2.3|. Procedure: 4-Amino-5-chloro-2-methoxy-N-((1-(6-(2-thienylmethylamino)hexyl)-piperidin-4-yl)methyl)benzamide (0.8 g) as starting compound, acetaldehyde (0.12 ml) and sodium cyanoborohydride (0.26 g) were reacted and treated in the same manner as in Example 136 to give 0.8 g of 4-amino-5-chloro-N-((1-(6-(N-ethyl-N-(2-thienylmethyl)amino)hexyl)-piperidin-4-yl)methyl)-2-methoxybenzamide. Starting materials: COC(=O)C=1C(=C2C=C(C(N(C2=CN1)CC1=CC=CC=C1)=O)C1=CC(=CC=C1)OC)O (1-benzyl-5-hydroxy-3-(3-methoxy-phenyl)-2-oxo-1,2-dihydro-[1,7]naphthyridine-6-carboxylic acid methyl ester), NCCC(=O)O (β-alanine), C[O-].[Na+] (NaOMe). Product: C(C1=CC=CC=C1)N1C(=C(C2=CC(C(NC2=C1)=O)C1=CC(=CC=C1)OC)O)C(=O)NCCC(=O)O (3-{[7-Benzyl-5-hydroxy-3-(3-methoxy-phenyl)-2-oxo-1,2-dihydro-[1,7]naphthyridine-6-carbonyl]-amino}propionic acid). The yield is 150.2%. As a reaction SMILES: CO[C:3]([C:5]1[C:6]([OH:31])=[C:7]2[C:12](=[CH:13][N:14]=1)[N:11](CC1C=CC=CC=1)[C:10](=[O:22])[C:9]([C:23]1[CH:28]=[CH:27][CH:26]=[C:25]([O:29][CH3:30])[CH:24]=1)=[CH:8]2)=[O:4].[NH2:32][CH2:33][CH2:34][C:35]([OH:37])=[O:36].C[O-].[Na+]>>[CH2:9]([N:14]1[CH:13]=[C:12]2[C:7](=[CH:8][CH:9]([C:23]3[CH:28]=[CH:27][CH:26]=[C:25]([O:29][CH3:30])[CH:24]=3)[C:10](=[O:22])[NH:11]2)[C:6]([OH:31])=[C:5]1[C:3]([NH:32][CH2:33][CH2:34][C:35]([OH:37])=[O:36])=[O:4])[C:23]1[CH:28]=[CH:27][CH:26]=[CH:25][CH:24]=1 |f:2.3|. Procedure details: A mixture of 1-benzyl-5-hydroxy-3-(3-methoxy-phenyl)-2-oxo-1,2-dihydro-[1,7]naphthyridine-6-carboxylic acid methyl ester (35 mg, 0.084 mmol), β-alanine (600 mg, 6.7 mmol) and NaOMe solution (10 mL, 5.0 mmol, 0.5 M in MeOH) was refluxed for 16 h. After the mixture was cooled to r.t., the solvent was evaporated in vacuo. The residue was partitioned between EtOAc and water. 1 M HCl was added with vigorous stirring until pH was about 3. The aqueous layer was extracted with additional EtOAc, and the ... The reactants are CO, COc1ccc(C(C)=NO)cc1OC1CCCC1, N. The product is COc1ccc(C(C)N)cc1OC1CCCC1. Reaction SMILES: [CH3:20][OH:21].[CH:1]1([O:6][c:7]2[cH:8][c:9]([C:15]([CH3:16])=[N:17][OH:18])[cH:10][cH:11][c:12]2[O:13][CH3:14])[CH2:2][CH2:3][CH2:4][CH2:5]1.[NH3:19]>>[CH:1]1([O:6][c:7]2[cH:8][c:9]([CH:15]([CH3:16])[NH2:17])[cH:10][cH:11][c:12]2[O:13][CH3:14])[CH2:2][CH2:3][CH2:4][CH2:5]1. The reactants are O=C(Cl)c1cccc(Br)c1, C1CCNC1, ClCCl. Yields the product O=C(c1cccc(Br)c1)N1CCCC1. Reaction SMILES: [Br:1][c:2]1[cH:3][c:4]([C:5](=[O:6])[Cl:7])[cH:8][cH:9][cH:10]1.[CH2:11]1[CH2:12][CH2:13][NH:14][CH2:15]1.[Cl:16][CH2:17][Cl:18]>>[Br:1][c:2]1[cH:3][c:4]([C:5](=[O:6])[N:14]2[CH2:13][CH2:12][CH2:11][CH2:15]2)[cH:8][cH:9][cH:10]1. Reactants: FC(C=1C=C(C(=O)Cl)C=C(C1)C(F)(F)F)(F)F (3,5-Bis-trifluoromethylbenzoyl chloride), CNC=1C=NC=CC1C1=C(C=CC=C1)C (methyl-(4-o-tolyl-pyridin-3-yl)-amine), CCN(C(C)C)C(C)C (DIPEA). The solvent is C(Cl)Cl (CH2Cl2). Reaction conditions: time 8 hour. Product: CN(C(C1=CC(=CC(=C1)C(F)(F)F)C(F)(F)F)=O)C=1C=NC=CC1C1=C(C=CC=C1)C (N-Methyl-N-(4-o-tolyl-pyridin-3-yl)-3,5-bis-trifluoromethyl-benzamide), solid. Isolated yield 41.0%. As a reaction SMILES: [F:1][C:2]([F:17])([F:16])[C:3]1[CH:4]=[C:5]([CH:9]=[C:10]([C:12]([F:15])([F:14])[F:13])[CH:11]=1)[C:6](Cl)=[O:7].[CH3:18][NH:19][C:20]1[CH:21]=[N:22][CH:23]=[CH:24][C:25]=1[C:26]1[CH:31]=[CH:30][CH:29]=[CH:28][C:27]=1[CH3:32].CCN(C(C)C)C(C)C>C(Cl)Cl>[CH3:18][N:19]([C:20]1[CH:21]=[N:22][CH:23]=[CH:24][C:25]=1[C:26]1[CH:31]=[CH:30][CH:29]=[CH:28][C:27]=1[CH3:32])[C:6](=[O:7])[C:5]1[CH:4]=[C:3]([C:2]([F:17])([F:16])[F:1])[CH:11]=[C:10]([C:12]([F:15])([F:14])[F:13])[CH:9]=1. Procedure details: 3,5-Bis-trifluoromethylbenzoyl chloride (36 mg, 0.13 mmol, CAS RN 1271-19-8) was added to a solution of methyl-(4-o-tolyl-pyridin-3-yl)-amine (20 mg, 0.10 mmol) and DIPEA (40 μL, 0.23 mmol) in CH2Cl2 (1 mL). The reaction mixture was stirred overnight and then loaded directly onto a silica gel column and eluted with 50% EtOAc in n-hexane to yield the desired product as a waxy solid (23 mg, 41%). MS (ESI): m/z=439.0 [M+H]+. Starting materials: C(C)(=O)OC1=C(C=C(C=C1)OS(=O)(=O)C(F)(F)F)C (methyl4-(trifluoromethylsulfonyloxy)phenyl acetate), C([O-])([O-])=O.[Cs+].[Cs+] (cesium carbonate), C1=CC=C(C=C1)P(C2=CC=CC=C2)C3=C(C4=CC=CC=C4C=C3)C5=C(C=CC6=CC=CC=C65)P(C7=CC=CC=C7)C8=CC=CC=C8 ((S)-BINAP), N1CCOCC1 (morpholine). The product is C(C)(=O)OC1=C(C=C(C=C1)N1CCOCC1)C (Methyl-4-morpholinophenyl acetate). Reaction conditions: temperature 80 celsius. Reported procedure: Nitrogen was bubbled through a mixture of methyl4-(trifluoromethylsulfonyloxy)phenyl acetate (1.0 g, 3.35 mmol), cesium carbonate (1.6 g, 4.69 mmol), palladium (II) acetate (22 mg, 0.10 mmol), (S)-BINAP (93 mg, 0.15 mmol), and morpholine (0.35 mL, 4.02 mmol) in 8 mL toluene and the reaction mixture was heated to 80° C. for 6 hours. The reaction was then cooled, celite was added, and the mixture was concentrated. Chromatography was performed on a Biotage flash 40i chromatography module by loading... Reagents/catalysts: C(C)(=O)[O-].[Pd+2].C(C)(=O)[O-] (palladium (II) acetate). Isolated yield 31.7%. As a reaction SMILES: [C:1]([O:4][C:5]1[CH:10]=[CH:9][C:8](OS(C(F)(F)F)(=O)=O)=[CH:7][C:6]=1[CH3:19])(=[O:3])[CH3:2].C(=O)([O-])[O-].[Cs+].[Cs+].C1C=CC(P(C2C=CC3C(=CC=CC=3)C=2C2C3C(=CC=CC=3)C=CC=2P(C2C=CC=CC=2)C2C=CC=CC=2)C2C=CC=CC=2)=CC=1.[NH:72]1[CH2:77][CH2:76][O:75][CH2:74][CH2:73]1>C1(C)C=CC=CC=1.C([O-])(=O)C.[Pd+2].C([O-])(=O)C>[C:1]([O:4][C:5]1[CH:10]=[CH:9][C:8]([N:72]2[CH2:77][CH2:76][O:75][CH2:74][CH2:73]2)=[CH:7][C:6]=1[CH3:19])(=[O:3])[CH3:2] |f:1.2.3,7.8.9|. The solvent is C1(=CC=CC=C1)C (toluene).